From a dataset of the Open Reaction Database (ORD), a public repository of structured organic reaction records. describe an organic reaction: reactants, conditions, products, and yield Starting materials: N1C=NC=C1 (imidazole), Cl[Si](C(C)C)(C(C)C)C(C)C (chlorotriisopropylsilane), CN(C)C=O (DMF), COC(C1=CC(C(=O)OC)=CC(=C1)O)=O (5-hydroxyisophthalic acid dimethyl ester). The solvent is C(C)(=O)OCC (ethyl acetate), O (Water). Conditions: time 15 hour. Product: COC(C1=CC(C(=O)OC)=CC(=C1)O[Si](C(C)C)(C(C)C)C(C)C)=O (5-triisopropylsilanyloxyisophthalic acid dimethyl ester). Reaction SMILES: N1C=CN=C1.Cl[Si:7]([CH:14]([CH3:16])[CH3:15])([CH:11]([CH3:13])[CH3:12])[CH:8]([CH3:10])[CH3:9].CN(C=O)C.[CH3:22][O:23][C:24](=[O:36])[C:25]1[CH:34]=[C:33]([OH:35])[CH:32]=[C:27]([C:28]([O:30][CH3:31])=[O:29])[CH:26]=1>C(OCC)(=O)C.O>[CH3:31][O:30][C:28](=[O:29])[C:27]1[CH:32]=[C:33]([O:35][Si:7]([CH:14]([CH3:16])[CH3:15])([CH:11]([CH3:13])[CH3:12])[CH:8]([CH3:10])[CH3:9])[CH:34]=[C:25]([C:24]([O:23][CH3:22])=[O:36])[CH:26]=1. Procedure details: After adding 5.1 g of imidazole and 12.9 ml of chlorotriisopropylsilane to a 100 ml DMF solution containing 10.5 g of 5-hydroxyisophthalic acid dimethyl ester, the mixture was stirred at room temperature for 15 hours. Water was added to the reaction mixture and extraction was performed with ethyl acetate. The organic layer was washed with ice-cooled 1N hydrochloric acid, water and saturated brine and dried over anhydrous magnesium sulfate. The desiccating agent was filtered off and the filtrate ... The reagents and catalysts are [Cu]I (copper(I) iodide). Product: COC=1C=C(CN2C=NC=3C2=NC=C(C3)N3CCN(CC3)C)C=CC1OCC=1C=NC(=CC1)OC (3-(3-Methoxy-4-((6-methoxypyridin-3-yl)methoxy)benzyl)-6-(4-methylpiperazin-1-yl)-3H-imidazo[4,5-b]pyridine). Reaction conditions: temperature 120 celsius, time 19 hour. Reaction SMILES: I[C:2]1[CH:3]=[C:4]2[N:10]=[CH:9][N:8]([CH2:11][C:12]3[CH:17]=[CH:16][C:15]([O:18][CH2:19][C:20]4[CH:21]=[N:22][C:23]([O:26][CH3:27])=[CH:24][CH:25]=4)=[C:14]([O:28][CH3:29])[CH:13]=3)[C:5]2=[N:6][CH:7]=1.[CH3:30][N:31]1[CH2:36][CH2:35][NH:34][CH2:33][CH2:32]1.N1CCC[C@H]1C(O)=O.C(=O)([O-])[O-].[K+].[K+]>CS(C)=O.[Cu]I>[CH3:29][O:28][C:14]1[CH:13]=[C:12]([CH:17]=[CH:16][C:15]=1[O:18][CH2:19][C:20]1[CH:21]=[N:22][C:23]([O:26][CH3:27])=[CH:24][CH:25]=1)[CH2:11][N:8]1[C:5]2=[N:6][CH:7]=[C:2]([N:34]3[CH2:35][CH2:36][N:31]([CH3:30])[CH2:32][CH2:33]3)[CH:3]=[C:4]2[N:10]=[CH:9]1 |f:3.4.5|. Isolated yield 134.4%. Procedure details: To a stirred suspension of 6-iodo-3-(3-methoxy-4-((6-methoxypyridin-3-yl)methoxy)benzyl)-3H-imidazo[4,5-b]pyridine (1.40 g, 2.79 mmol) in dimethylsulfoxide (15 mL) was added 1-methylpiperazine (0.44 g, 4.40 mmol), copper(I) iodide (0.16 g, 0.84 mmol), L-proline (0.19 g, 1.67 mmol), and potassium carbonate (0.96 g, 6.97 mmol). The mixture was degassed under vacuum/backfilled with N2 (×3), and then it was heated to 120° C. As the mixture warmed, it became dark blue/black in color. After 19 h, the ... Starting materials: CN1CCNCC1 (1-methylpiperazine), N1[C@H](C(=O)O)CCC1 (L-proline), C([O-])([O-])=O.[K+].[K+] (potassium carbonate), IC=1C=C2C(=NC1)N(C=N2)CC2=CC(=C(C=C2)OCC=2C=NC(=CC2)OC)OC (6-iodo-3-(3-methoxy-4-((6-methoxypyridin-3-yl)methoxy)benzyl)-3H-imidazo[4,5-b]pyridine). Run in CS(=O)C (dimethylsulfoxide). The reactants are COC=1C=C2CC(N(C2=CC1)S(=O)(=O)C1=CC=C(C=C1)C)COS(=O)(=O)C1=CC=C(C=C1)C ((RS)-Toluene-4-sulfonic acid 5-methoxy-1-(toluene-4-sulfonyl)-2,3-dihydro-1H-indol-2-ylmethyl ester), CC1=CC=C(CC2(CCNCC2)O)C=C1 (4-(4-methylbenzyl)-piperidin-4-ol), Cl (HCl). Run in C1(=CC(=CC(=C1)C)C)C (mesitylene). Yields the product COC=1C=C2CC(N(C2=CC1)S(=O)(=O)C1=CC=C(C=C1)C)CN1CCC(CC1)(O)CC1=CC=C(C=C1)C ((RS)-1-[5-Methoxy-1-(toluene-4-sulfonyl)-2,3-dihydro-1H-indol-2-ylmethyl]-4-(4-methyl-benzyl)-piperidin-4-ol). The yield is 73.2%. RXN SMILES: [CH3:1][O:2][C:3]1[CH:4]=[C:5]2[C:9](=[CH:10][CH:11]=1)[N:8]([S:12]([C:15]1[CH:20]=[CH:19][C:18]([CH3:21])=[CH:17][CH:16]=1)(=[O:14])=[O:13])[CH:7]([CH2:22]OS(C1C=CC(C)=CC=1)(=O)=O)[CH2:6]2.[CH3:34][C:35]1[CH:48]=[CH:47][C:38]([CH2:39][C:40]2([OH:46])[CH2:45][CH2:44][NH:43][CH2:42][CH2:41]2)=[CH:37][CH:36]=1.Cl>C1(C)C=C(C)C=C(C)C=1>[CH3:1][O:2][C:3]1[CH:4]=[C:5]2[C:9](=[CH:10][CH:11]=1)[N:8]([S:12]([C:15]1[CH:20]=[CH:19][C:18]([CH3:21])=[CH:17][CH:16]=1)(=[O:13])=[O:14])[CH:7]([CH2:22][N:43]1[CH2:42][CH2:41][C:40]([CH2:39][C:38]3[CH:37]=[CH:36][C:35]([CH3:34])=[CH:48][CH:47]=3)([OH:46])[CH2:45][CH2:44]1)[CH2:6]2. Procedure: (RS)-Toluene-4-sulfonic acid 5-methoxy-1-(toluene-4-sulfonyl)-2,3-dihydro-1H-indol-2-ylmethyl ester (200 mg, 0.41 mmol) and 4-(4-methylbenzyl)-piperidin-4-ol (337 mg, 1.64 mmol) were heated in mesitylene (10 ml) for 20 hr at 140° C. After cooling 4N HCl was added to pHl and the mixture extracted with EtOAc (3×25 ml), the extracts dried (Na2SO4), filtered and evaporated. Purification of the crude material over SiO2 (Merck 230-400 mesh) eluting with EtOAc-cyclohexane-Et3N (9:10:1) afforded the tit... Reactants: C=Cc1ccccc1, CCO[SiH](OCC)OCC, Cc1ccccc1, O=C(O)C(F)(F)F, [Pt]. Product: CCO[Si](CCc1ccccc1)(OCC)OCC. As a reaction SMILES: [CH2:1]=[CH:2][c:3]1[cH:4][cH:5][cH:6][cH:7][cH:8]1.[CH2:9]([CH3:10])[O:11][SiH:12]([O:13][CH2:14][CH3:15])[O:16][CH2:17][CH3:18].[CH3:27][c:28]1[cH:29][cH:30][cH:31][cH:32][cH:33]1.[OH:19][C:20]([C:21]([F:22])([F:23])[F:24])=[O:25].[Pt:26]>>[CH2:1]([CH2:2][c:3]1[cH:4][cH:5][cH:6][cH:7][cH:8]1)[Si:12]([O:11][CH2:9][CH3:10])([O:13][CH2:14][CH3:15])[O:16][CH2:17][CH3:18]. Starting materials: C(#N)C=1C=C(C(=N)NO)C=CC1 (3-cyano-N-hydroxy-benzamidine), CN1CCOCC1 (N-methylmorpholine), CN(C)C=O (DMF), CC(C)(C)OC(=O)C1NC(CS1)C(=O)O (Boc-L-thiazolidine-4-carboxylic acid), C(C(C)C)OC(=O)Cl (isobutylchloroformate), CN1CCOCC1 (N-methylmorpholine). The yield is 20.0%. Run in C1CCOC1 (THF), C1CCOC1 (THF). Product: C(C)(C)(C)OC(=O)N1CSC[C@@H]1C1=NC(=NO1)C1=CC(=CC=C1)C#N (4-[3-(3-Cyano-phenyl)-[1,2,4]oxadiazol-5-yl]-(S)-thiazolidine-3-carboxylic acid tert-butyl ester). RXN SMILES: CC(OC([CH:8]1[S:12][CH2:11][CH:10]([C:13]([OH:15])=O)[NH:9]1)=O)(C)C.[CH2:16](OC(Cl)=O)[CH:17]([CH3:19])[CH3:18].CN1CC[O:28]CC1.[C:31]([C:33]1[CH:34]=[C:35]([CH:40]=[CH:41][CH:42]=1)[C:36]([NH:38]O)=[NH:37])#[N:32].CN([CH:46]=[O:47])C>C1COCC1>[C:17]([O:28][C:46]([N:9]1[C@@H:10]([C:13]2[O:15][N:38]=[C:36]([C:35]3[CH:40]=[CH:41][CH:42]=[C:33]([C:31]#[N:32])[CH:34]=3)[N:37]=2)[CH2:11][S:12][CH2:8]1)=[O:47])([CH3:19])([CH3:18])[CH3:16]. Reported procedure: 4-[3-(3-Cyano-phenyl)-[1,2,4]oxadiazol-5-yl]-(S)-thiazolidine-3-carboxylic acid tert-butyl ester (212 mg, 20%, yellow oil) was prepared according to the procedure in Example 25 from Boc-L-thiazolidine-4-carboxylic acid (696 mg, 2.98 mmol) with isobutylchloroformate (0.43 ml, 3.28 mmol) and N-methylmorpholine (0.36 ml, 3.28 mmol) in THF (5 ml) at 40° C. for 2 h. Then 3-cyano-N-hydroxy-benzamidine (577 mg, 3.58 mmol) and additional N-methylmorpholine (0.39 ml, 3.58 mmol) and THF (4 ml) at room tem... Conditions: temperature 120 celsius. Starting materials: Cc1[nH]cnc1CSCCN, O=C(O)c1cccnc1Cl, [Na+], [OH-], O. Yields the product Cc1[nH]cnc1CSCCNc1ncccc1C(=O)O. As a reaction SMILES: [CH3:1][c:2]1[c:3]([CH2:7][S:8][CH2:9][CH2:10][NH2:11])[n:4][cH:5][nH:6]1.[Cl:12][c:13]1[n:14][cH:15][cH:16][cH:17][c:18]1[C:19](=[O:20])[OH:21].[Na+:23].[OH-:22].[OH2:24]>>[CH3:1][c:2]1[c:3]([CH2:7][S:8][CH2:9][CH2:10][NH:11][c:13]2[n:14][cH:15][cH:16][cH:17][c:18]2[C:19](=[O:20])[OH:21])[n:4][cH:5][nH:6]1. Starting materials: O=C([O-])[O-], CN(C)C=O, ClC(Cl)=CCOc1cc(Cl)c(OCCCCBr)c(Cl)c1, OC(C(F)(F)F)C(F)(F)F, [K+], [K+], O. Product: FC(F)(F)C(OCCCCOc1c(Cl)cc(OCC=C(Cl)Cl)cc1Cl)C(F)(F)F. As a reaction SMILES: [C:31](=[O:32])([O-:33])[O-:34].[CH3:37][N:38]([CH3:39])[CH:40]=[O:41].[Cl:1][c:2]1[cH:3][c:4]([O:15][CH2:16][CH:17]=[C:18]([Cl:19])[Cl:20])[cH:5][c:6]([Cl:14])[c:7]1[O:8][CH2:9][CH2:10][CH2:11][CH2:12][Br:13].[F:21][C:22]([CH:23]([C:24]([F:25])([F:26])[F:27])[OH:28])([F:29])[F:30].[K+:35].[K+:36].[OH2:42]>>[Cl:1][c:2]1[cH:3][c:4]([O:15][CH2:16][CH:17]=[C:18]([Cl:19])[Cl:20])[cH:5][c:6]([Cl:14])[c:7]1[O:8][CH2:9][CH2:10][CH2:11][CH2:12][O:28][CH:23]([C:22]([F:21])([F:29])[F:30])[C:24]([F:25])([F:26])[F:27].